From a dataset of the Open Reaction Database (ORD), a public repository of structured organic reaction records. describe an organic reaction: reactants, conditions, products, and yield Starting materials: NC(=O)CCC(=O)NBr, c1ccc(Cn2cnc3cncnc32)cc1, ClC(Cl)Cl. Yields the product Brc1nc2cncnc2n1Cc1ccccc1. RXN SMILES: [Br:17][NH:18][C:19](=[O:20])[CH2:21][CH2:22][C:23]([NH2:24])=[O:25].[CH2:1]([c:2]1[cH:3][cH:4][cH:5][cH:6][cH:7]1)[n:8]1[c:9]2[n:10][cH:11][n:12][cH:13][c:14]2[n:15][cH:16]1.[CH:26]([Cl:27])([Cl:28])[Cl:29]>>[CH2:1]([c:2]1[cH:3][cH:4][cH:5][cH:6][cH:7]1)[n:8]1[c:9]2[n:10][cH:11][n:12][cH:13][c:14]2[n:15][c:16]1[Br:17]. Starting materials: COc1ccc(CBr)cc1F, CC(=O)c1cccc2c1c(NS(=O)(=O)c1ccc(Cl)s1)nn2Cc1cccc(CN(C(=O)[O-])C(C)(C)C)c1, COc1cccc2[nH]nc(N)c12, CS(C)=O, CCOC(C)=O, ClCCl, [K+], [OH-]. Reaction SMILES: [Br:53][CH2:54][c:55]1[cH:56][c:57]([F:63])[c:58]([O:61][CH3:62])[cH:59][cH:60]1.[CH3:13][C:14]([N:15]([CH2:16][c:17]1[cH:18][cH:19][cH:20][c:21]([CH2:22][n:23]2[c:24]3[c:25]([c:26]([C:27](=[O:28])[CH3:29])[cH:30][cH:31][cH:32]3)[c:33]([NH:34][S:35]([c:36]3[s:37][c:38]([Cl:39])[cH:40][cH:41]3)(=[O:42])=[O:43])[n:44]2)[cH:45]1)[C:46](=[O:47])[O-:48])([CH3:49])[CH3:50].[CH3:1][O:2][c:3]1[c:4]2[c:5]([NH2:12])[n:6][nH:7][c:8]2[cH:9][cH:10][cH:11]1.[CH3:64][S:65]([CH3:66])=[O:67].[CH3:68][CH2:69][O:70][C:71]([CH3:72])=[O:73].[Cl:74][CH2:75][Cl:76].[K+:52].[OH-:51]>>[CH3:1][O:2][c:3]1[c:4]2[c:5]([NH2:12])[n:6][n:7]([CH2:54][c:55]3[cH:56][c:57]([F:63])[c:58]([O:61][CH3:62])[cH:59][cH:60]3)[c:8]2[cH:9][cH:10][cH:11]1. The product is COc1ccc(Cn2nc(N)c3c(OC)cccc32)cc1F. The reactants are [Cl-].O[NH3+] (hydroxylammonium chloride), C(O)([O-])=O.[Na+] (sodium hydrogen carbonate), CS(=O)C (dimethyl sulfoxide), FC=1C=C(C=CC1CC=1C(N(C=2N(C1CCC)N=CN2)[C@@H]2CC[C@H](CC2)OC(C(C)(C)O)C)=O)C=2C(=CC=CC2)C#N (3′-Fluoro-4′-({4-[trans-4-(2-hydroxy-1,2-dimethylpropoxy)cyclohexyl]-5-oxo-7-propyl-4,5-dihydro[1,2,4]triazolo[1,5-a]pyrimidin-6-yl}methyl)biphenyl-2-carbonitrile). Solvent: C(C)(=O)OCC (ethyl acetate). Reaction conditions: temperature 40 celsius, time 30 minute. Product: FC=1C=C(C=CC1CC=1C(N(C=2N(C1CCC)N=CN2)[C@@H]2CC[C@H](CC2)OC(C(C)(C)O)C)=O)C2=C(C=CC=C2)C2=NOC(N2)=O ((+)-6-{[3-fluoro-2′-(5-oxo-4,5-dihydro-1,2,4-oxadiazol-3-yl)biphenyl-4-yl]methyl}-4-[trans-4-(2-hydroxy-1,2-dimethylpropoxy)cyclohexyl]-7-propyl[1,2,4]triazolo[1,5-a]pyrimidin-5(4H)-one). The yield is 90.6%. RXN SMILES: [Cl-].O[NH3+:3].[C:4](=[O:7])([O-])[OH:5].[Na+].CS(C)=O.[F:13][C:14]1[CH:15]=[C:16]([C:47]2[C:48]([C:53]#[N:54])=[CH:49][CH:50]=[CH:51][CH:52]=2)[CH:17]=[CH:18][C:19]=1[CH2:20][C:21]1[C:22](=[O:46])[N:23]([C@H:33]2[CH2:38][CH2:37][C@H:36]([O:39][CH:40]([CH3:45])[C:41]([OH:44])([CH3:43])[CH3:42])[CH2:35][CH2:34]2)[C:24]2[N:25]([N:30]=[CH:31][N:32]=2)[C:26]=1[CH2:27][CH2:28][CH3:29]>C(OCC)(=O)C>[F:13][C:14]1[CH:15]=[C:16]([C:47]2[CH:52]=[CH:51][CH:50]=[CH:49][C:48]=2[C:53]2[NH:3][C:4](=[O:7])[O:5][N:54]=2)[CH:17]=[CH:18][C:19]=1[CH2:20][C:21]1[C:22](=[O:46])[N:23]([C@H:33]2[CH2:38][CH2:37][C@H:36]([O:39][CH:40]([CH3:45])[C:41]([OH:44])([CH3:43])[CH3:42])[CH2:35][CH2:34]2)[C:24]2[N:25]([N:30]=[CH:31][N:32]=2)[C:26]=1[CH2:27][CH2:28][CH3:29] |f:0.1,2.3|. Procedure details: A mixture of hydroxylammonium chloride (7.5 g), sodium hydrogen carbonate (12 g) and dimethyl sulfoxide (50 mL) was stirred at 40° C. for 30 min. 3′-Fluoro-4′-({4-[trans-4-(2-hydroxy-1,2-dimethylpropoxy)cyclohexyl]-5-oxo-7-propyl-4,5-dihydro[1,2,4]triazolo[1,5-a]pyrimidin-6-yl}methyl)biphenyl-2-carbonitrile (retention time: short, 4 g) was added, and the mixture was stirred at 90° C. for 16 hr. The reaction mixture was diluted with ethyl acetate, washed with water and then with brine, dried over... Starting materials: NC1=CC2=C(C(=C(O2)C2=CC=C(C=C2)F)C(=O)NC)C=C1C1=CC(=CC(=C1)C(NC(C)(C)C)=O)N (6-amino-5-(3-amino-5-(tert-butylcarbamoyl)phenyl)-2-(4-fluorophenyl)-N-methylbenzofuran-3-carboxamide), N1=CC=CC=C1 (pyridine), CS(=O)(=O)Cl (methanesulfonyl chloride). Solvent: C(Cl)Cl (CH2Cl2). Conditions: time 16 hour. Product: C(C)(C)(C)NC(=O)C=1C=C(C=C(C1)NS(=O)(=O)C)C=1C(=CC2=C(C(=C(O2)C2=CC=C(C=C2)F)C(=O)NC)C1)NS(=O)(=O)C (5-(3-(tert-butylcarbamoyl)-5-(methylsulfonamido)phenyl)-2-(4-fluorophenyl)-N-methyl-6-(methylsulfonamido)benzofuran-3-carboxamide). The yield is 69.2%. Reaction SMILES: [NH2:1][C:2]1[C:21]([C:22]2[CH:27]=[C:26]([C:28](=[O:34])[NH:29][C:30]([CH3:33])([CH3:32])[CH3:31])[CH:25]=[C:24]([NH2:35])[CH:23]=2)=[CH:20][C:5]2[C:6]([C:16]([NH:18][CH3:19])=[O:17])=[C:7]([C:9]3[CH:14]=[CH:13][C:12]([F:15])=[CH:11][CH:10]=3)[O:8][C:4]=2[CH:3]=1.N1C=CC=CC=1.[CH3:42][S:43](Cl)(=[O:45])=[O:44]>C(Cl)Cl>[C:30]([NH:29][C:28]([C:26]1[CH:27]=[C:22]([C:21]2[C:2]([NH:1][S:43]([CH3:42])(=[O:45])=[O:44])=[CH:3][C:4]3[O:8][C:7]([C:9]4[CH:10]=[CH:11][C:12]([F:15])=[CH:13][CH:14]=4)=[C:6]([C:16]([NH:18][CH3:19])=[O:17])[C:5]=3[CH:20]=2)[CH:23]=[C:24]([NH:35][S:43]([CH3:42])(=[O:45])=[O:44])[CH:25]=1)=[O:34])([CH3:31])([CH3:32])[CH3:33]. Procedure: To a solution of 6-amino-5-(3-amino-5-(tert-butylcarbamoyl)phenyl)-2-(4-fluorophenyl)-N-methylbenzofuran-3-carboxamide (100 mg) and pyridine (0.170 mL) in CH2Cl2 (10 mL) was added methanesulfonyl chloride (72.4 mg) slowly at 0° C. The mixture was stirred at room temperature for 16 hours. The reaction was quenched with aqueous NaHCO3 and extracted with CH2Cl2. The organic layer was concentrated and the residue was purified by preparative HPLC to give 5-(3-(tert-butylcarbamoyl)-5-(methylsulfonamid... The reactants are C(C)OC(=O)C=1C(=NC2=CC=C(C=C2C1C1=CC=CC=C1)Cl)OC1CCCC1 (6-chloro-2-cyclopentyloxy-4-phenyl-quinoline-3-carboxylic acid ethyl ester), [OH-].[Na+] (NaOH), solid. The solvent is C(C)O (ethanol). Product: ClC=1C=C2C(=C(C(=NC2=CC1)OC1CCCC1)C(=O)O)C1=CC=CC=C1 (6-Chloro-2-cyclopentyloxy-4-phenyl-quinoline-3-carboxylic acid). Reaction SMILES: C([O:3][C:4]([C:6]1[C:7]([O:23][CH:24]2[CH2:28][CH2:27][CH2:26][CH2:25]2)=[N:8][C:9]2[C:14]([C:15]=1[C:16]1[CH:21]=[CH:20][CH:19]=[CH:18][CH:17]=1)=[CH:13][C:12]([Cl:22])=[CH:11][CH:10]=2)=[O:5])C.[OH-].[Na+]>C(O)C>[Cl:22][C:12]1[CH:13]=[C:14]2[C:9](=[CH:10][CH:11]=1)[N:8]=[C:7]([O:23][CH:24]1[CH2:28][CH2:27][CH2:26][CH2:25]1)[C:6]([C:4]([OH:5])=[O:3])=[C:15]2[C:16]1[CH:17]=[CH:18][CH:19]=[CH:20][CH:21]=1 |f:1.2|. Reported procedure: The title compound was prepared in analogy to example 6 step B from a mixture of 6-chloro-2-cyclopentyloxy-4-phenyl-quinoline-3-carboxylic acid ethyl ester and 1N NaOH in ethanol. Off white solid (28.5 mg, 77%). LC-MS: 368 (M+H)+. Starting materials: BrBr (bromine), C(#N)C1=CC=C(C=C1)C(C)=O (para-cyanoacetophenone), C(=O)(O)[O-].[Na+] (NaHCO3). The solvent is C(Cl)(Cl)Cl (chloroform), C(Cl)(Cl)Cl (chloroform), Br (HBr). Product: BrCC(=O)C1=CC=C(C=C1)C#N (2-bromo-4′-cyanoacetophenone). Reaction SMILES: [C:1]([C:3]1[CH:8]=[CH:7][C:6]([C:9](=[O:11])[CH3:10])=[CH:5][CH:4]=1)#[N:2].[Br:12]Br.C([O-])(O)=O.[Na+]>C(Cl)(Cl)Cl.Br>[Br:12][CH2:10][C:9]([C:6]1[CH:7]=[CH:8][C:3]([C:1]#[N:2])=[CH:4][CH:5]=1)=[O:11] |f:2.3|. Reported procedure: To a mixture of para-cyanoacetophenone (52 g, 0.36 mol) in chloroform (520 ml) and 48% HBr (5.2 ml), a solution of bromine (19.3 ml) in chloroform (52 ml) was added dropwise over a period of 20 min. The mixture was stirred for 3 h at room temperature and neutralized to pH7 with sat. NaHCO3. The organic layer was washed with sat. NaCl and dried over anhydrous Na2SO4 and concentrated. The residue was chromatographed on silica gel (AcOEt/n-hexane=1/3 as an eluent) and recrystallized to obtain 2-bro... The reactants are CNC1=CC(=CC=C1)F (N-methyl-m-fluoroaniline), FC1=CC=C(CCl)C=C1 (p-fluorobenzyl chloride), C(C)(=O)[O-].[Na+] (sodium acetate), II (iodine). Yields the product CN(C1=CC(=CC=C1)F)CC1=CC=C(C=C1)F (N-methyl-N-p-fluorobenzyl-m-fluoroaniline). As a reaction SMILES: [CH3:1][NH:2][C:3]1[CH:8]=[CH:7][CH:6]=[C:5]([F:9])[CH:4]=1.[F:10][C:11]1[CH:18]=[CH:17][C:14]([CH2:15]Cl)=[CH:13][CH:12]=1.C([O-])(=O)C.[Na+].II>>[CH3:1][N:2]([CH2:15][C:14]1[CH:17]=[CH:18][C:11]([F:10])=[CH:12][CH:13]=1)[C:3]1[CH:8]=[CH:7][CH:6]=[C:5]([F:9])[CH:4]=1 |f:2.3|. Procedure: N-methyl-N-p-fluorobenzyl-m-fluoroaniline was prepared from 26.3 grams (0.21 mole) of N-methyl-m-fluoroaniline, 30.6 grams (0.21 mole) p-fluorobenzyl chloride (Aldrich), 17.8 grams anhydrous sodium acetate and 0.18 grams iodine according to the procedure described in Example III. Yield 35.4 grams (72 percent), boiling point 131°-137° C. at 0.2 mmHg. Reactants: NC=1C=NC=C(C(=O)OC)C1 (methyl 5-aminonicotinate), [BH3-]C#N.[Na+] (NaCNBH3), CCOC(=O)C (EtOAc), C(=O)(O)[O-].[Na+] (NaHCO3). Reagents/catalysts: C(C)(=O)O (acetic acid). Solvent: CC#N (CH3CN), C=O (formaldehyde), O (H2O). Run at time 18.5 hour. The product is CN(C=1C=NC=C(C(=O)OC)C1)C (methyl 5-(dimethylamino)nicotinate). Isolated yield 37.0%. RXN SMILES: N[C:2]1[CH:3]=[N:4][CH:5]=[C:6]([CH:11]=1)[C:7]([O:9][CH3:10])=[O:8].[BH3-][C:13]#[N:14].[Na+].[CH3:16]COC(C)=O.C([O-])(O)=O.[Na+]>CC#N.C=O.O.C(O)(=O)C>[CH3:16][N:14]([CH3:13])[C:2]1[CH:3]=[N:4][CH:5]=[C:6]([CH:11]=1)[C:7]([O:9][CH3:10])=[O:8] |f:1.2,4.5|. Procedure details: To a stirring solution of 283 mg (1.86 mmol) of methyl 5-aminonicotinate in 19 mL of CH3CN and 19 mL of 37% formaldehyde in H2O was added 353 mg (5.62 mmol) of NaCNBH3, and 50 drops of acetic acid. The solution was stirred at r.t. for 18.5 h and 40 mL of EtOAc and 40 mL of sat. NaHCO3 solution was added. The layers were separated, and the organic layer was washed with 25 mL of sat. NaHCO3 and 25 mL of brine, dried over Na2SO4, filtered, and concentrated. Purification by flash silica gel chromato...